Dataset: the Open Reaction Database (ORD), a public repository of structured organic reaction records. Task: describe an organic reaction: reactants, conditions, products, and yield Starting materials: C(C)(C)(C)OC(=O)N1CC=2N(CC1)C(=C(C2C(N)=O)Cl)C=2C=NC=CC2 (8-carbamoyl-7-chloro-6-pyridin-3-yl-3,4-dihydro-1H-pyrrolo[1,2-a]pyrazine-2-carboxylic acid tert-butyl ester), COC1=CC=C(C=C1)P(=S)=S (4-methoxyphenylthionophosphine sulfide). The solvent is C1(=CC=CC=C1)C (toluene). Run at temperature 80 celsius, time 2 hour. Yields the product C(C)(C)(C)OC(=O)N1CC=2N(CC1)C(=C(C2C(N)=S)Cl)C=2C=NC=CC2 (7-Chloro-6-pyridin-3-yl-8-thiocarbamoyl-3,4-dihydro-1H-pyrrolo[1,2-a]pyrazine-2-carboxylic acid tert-butyl ester). Reaction SMILES: [C:1]([O:5][C:6]([N:8]1[CH2:13][CH2:12][N:11]2[C:14]([C:21]3[CH:22]=[N:23][CH:24]=[CH:25][CH:26]=3)=[C:15]([Cl:20])[C:16]([C:17](=O)[NH2:18])=[C:10]2[CH2:9]1)=[O:7])([CH3:4])([CH3:3])[CH3:2].COC1C=CC(P(=S)=[S:36])=CC=1>C1(C)C=CC=CC=1>[C:1]([O:5][C:6]([N:8]1[CH2:13][CH2:12][N:11]2[C:14]([C:21]3[CH:22]=[N:23][CH:24]=[CH:25][CH:26]=3)=[C:15]([Cl:20])[C:16]([C:17](=[S:36])[NH2:18])=[C:10]2[CH2:9]1)=[O:7])([CH3:4])([CH3:3])[CH3:2]. Reported procedure: A stirred suspension of 8-carbamoyl-7-chloro-6-pyridin-3-yl-3,4-dihydro-1H-pyrrolo[1,2-a]pyrazine-2-carboxylic acid tert-butyl ester (486 mg, Reference Example 2b) in toluene (25 mL) was treated with 4-methoxyphenylthionophosphine sulfide dimer (513 mg). After stirring at 80° C. for 2 hours the reaction mixture was allowed to cool to room temperature and then evaporated. The residue was subjected to column chromatography on silica eluting with dichloromethane, then with a mixture of methanol and...